Dataset: the Open Reaction Database (ORD), a public repository of structured organic reaction records. Task: describe an organic reaction: reactants, conditions, products, and yield Starting materials: CC1(CN(C(OC1)=S)CC1=C(C=CC=C1)[N+](=O)[O-])C (5,5-Dimethyl-3-(2-nitrobenzyl)-[1,3]-oxazinan-2-thione), [Cl-].[NH4+] (ammonium chloride), O (water). Reagents/catalysts: [Fe] (iron). Solvent: C(C)O (ethanol). Yields the product NC1=C(CN2C(OCC(C2)(C)C)=S)C=CC=C1 (3-(2-aminobenzyl)-5,5-dimethyl-[1,3]-oxazinan-2-thione). The yield is 63.2%. As a reaction SMILES: [CH3:1][C:2]1([CH3:19])[CH2:7][O:6][C:5](=[S:8])[N:4]([CH2:9][C:10]2[CH:15]=[CH:14][CH:13]=[CH:12][C:11]=2[N+:16]([O-])=O)[CH2:3]1.[Cl-].[NH4+].O>C(O)C.[Fe]>[NH2:16][C:11]1[CH:12]=[CH:13][CH:14]=[CH:15][C:10]=1[CH2:9][N:4]1[CH2:3][C:2]([CH3:19])([CH3:1])[CH2:7][O:6][C:5]1=[S:8] |f:1.2|. Procedure details: 5,5-Dimethyl-3-(2-nitrobenzyl)-[1,3]-oxazinan-2-thione (1.06 g, 3.79 mmol), iron powder (1.06 g, 19.0 mmol), ammonium chloride (0.10 g, 1.87 mmol) were suspended in ethanol (20 ml) and water (10 ml) and heated to reflux for one hour. After cooling to room temperature, the reaction mixture was filtered with suction and extracted with ethyl acetate. The organic layer was washed with a saturated brine and then dried over anhydrous sodium sulfate, and the solvent was evaporated under reduced pressur... The reactants are COc1ccc(CNc2cc(Cn3c(N(C(C)=O)c4cc(C)cc(C#N)c4)c(C(C)C)c(=O)[nH]c3=O)cc(F)n2)cc1, CC(=O)O, CC#N, [NH4+], O=[N+]([O-])[O-], O. Product: CC(=O)N(c1cc(C)cc(C#N)c1)c1c(C(C)C)c(=O)[nH]c(=O)n1Cc1cc(N)nc(F)c1. RXN SMILES: [C:1](#[N:2])[c:3]1[cH:4][c:5]([N:10]([C:11]([CH3:12])=[O:13])[c:14]2[n:15]([CH2:25][c:26]3[cH:27][c:28]([F:42])[n:29][c:30]([NH:32][CH2:33][c:34]4[cH:35][cH:36][c:37]([O:38][CH3:39])[cH:40][cH:41]4)[cH:31]3)[c:16](=[O:24])[nH:17][c:18](=[O:23])[c:19]2[CH:20]([CH3:21])[CH3:22])[cH:6][c:7]([CH3:9])[cH:8]1.[CH3:43][C:44](=[O:45])[OH:46].[CH3:53][C:54]#[N:55].[NH4+:47].[O-:48][N+:49](=[O:50])[O-:51].[OH2:52]>>[C:1](#[N:2])[c:3]1[cH:4][c:5]([N:10]([C:11]([CH3:12])=[O:13])[c:14]2[n:15]([CH2:25][c:26]3[cH:27][c:28]([F:42])[n:29][c:30]([NH2:32])[cH:31]3)[c:16](=[O:24])[nH:17][c:18](=[O:23])[c:19]2[CH:20]([CH3:21])[CH3:22])[cH:6][c:7]([CH3:9])[cH:8]1. The reactants are NC1=NC(=C(C(=N1)N)C1=C(C(=CC(=C1)Cl)Cl)Cl)COC (2,4-Diamino-5-(2,3,5-trichlorophenyl)-6-methoxymethylpyrimidine), ClC1=C(C(=CC=C1)Cl)CC#N (2,6-dichlorophenylacetonitrile). The product is NC1=NC(=C(C(=N1)N)C1=C(C=CC=C1Cl)Cl)COC (2,4-Diamino-5-(2,6-dichlorophenyl)-6-methoxymethyl-pyrimidine). RXN SMILES: [NH2:1][C:2]1[N:7]=[C:6]([NH2:8])[C:5]([C:9]2[CH:14]=[C:13](Cl)[CH:12]=[C:11](Cl)[C:10]=2[Cl:17])=[C:4]([CH2:18][O:19][CH3:20])[N:3]=1.[Cl:21]C1C=CC=C(Cl)C=1CC#N>>[NH2:1][C:2]1[N:7]=[C:6]([NH2:8])[C:5]([C:9]2[C:14]([Cl:21])=[CH:13][CH:12]=[CH:11][C:10]=2[Cl:17])=[C:4]([CH2:18][O:19][CH3:20])[N:3]=1. Procedure: This compound was prepared in an analogous manner to the compound of Example 2 from 2,6-dichlorophenylacetonitrile (Aldrich), mp. 204°-207° C. Reactants: CC(C)(C)[Si](C)(C)Cl, CN(C)c1ccncc1, CC(C)(OCC(O)CO)c1ccc(F)cc1, C1CCOC1, O, c1c[nH]cn1. Product: CC(C)(OCC(O)CO[Si](C)(C)C(C)(C)C)c1ccc(F)cc1. As a reaction SMILES: [C:22]([CH3:23])([CH3:24])([CH3:25])[Si:26]([CH3:27])([CH3:28])[Cl:29].[CH3:36][N:37]([CH3:38])[c:39]1[cH:40][cH:41][n:42][cH:43][cH:44]1.[F:1][c:2]1[cH:3][cH:4][c:5]([C:8]([CH3:9])([O:10][CH2:11][CH:12]([CH2:13][OH:14])[OH:15])[CH3:16])[cH:6][cH:7]1.[O:31]1[CH2:32][CH2:33][CH2:34][CH2:35]1.[OH2:30].[nH:17]1[cH:18][cH:19][n:20][cH:21]1>>[F:1][c:2]1[cH:3][cH:4][c:5]([C:8]([CH3:9])([O:10][CH2:11][CH:12]([CH2:13][O:14][Si:26]([C:22]([CH3:23])([CH3:24])[CH3:25])([CH3:27])[CH3:28])[OH:15])[CH3:16])[cH:6][cH:7]1. The reactants are C(CCCCCCCCC)OC=1C=C(C=C(C1)OCCCCCCCCCC)O (3,5-didecyloxyphenol), BrCCCCCCBr (1,6-dibromohexane), C(=O)([O-])[O-].[K+].[K+] (K2CO3). The solvent is C1(CCCCC1)=O (cyclohexanone). Yields the product BrCCCCCCOC1=CC(=CC(=C1)OCCCCCCCCCC)OCCCCCCCCCC (1-(6-Bromohexyloxy)-3,5-didecyloxybenzene). Yield: 69.3%. RXN SMILES: [CH2:1]([O:11][C:12]1[CH:13]=[C:14]([OH:29])[CH:15]=[C:16]([O:18][CH2:19][CH2:20][CH2:21][CH2:22][CH2:23][CH2:24][CH2:25][CH2:26][CH2:27][CH3:28])[CH:17]=1)[CH2:2][CH2:3][CH2:4][CH2:5][CH2:6][CH2:7][CH2:8][CH2:9][CH3:10].[Br:30][CH2:31][CH2:32][CH2:33][CH2:34][CH2:35][CH2:36]Br.C([O-])([O-])=O.[K+].[K+]>C1(=O)CCCCC1>[Br:30][CH2:31][CH2:32][CH2:33][CH2:34][CH2:35][CH2:36][O:29][C:14]1[CH:13]=[C:12]([O:11][CH2:1][CH2:2][CH2:3][CH2:4][CH2:5][CH2:6][CH2:7][CH2:8][CH2:9][CH3:10])[CH:17]=[C:16]([O:18][CH2:19][CH2:20][CH2:21][CH2:22][CH2:23][CH2:24][CH2:25][CH2:26][CH2:27][CH3:28])[CH:15]=1 |f:2.3.4|. Procedure details: A mixture of 9 (2.70 g, 6.64 mmol), 1,6-dibromohexane (15.0 ml, 98.4 mmol), K2CO3 (2.29 g, 16.6 mmol) in cyclohexanone (50 ml) was heated for 16 h under reflux. The mixture was allowed to cool to RT, the inorganic salts are filtered off, followed by rinsing with acetone. The solvent and the excess 1,6-dibromohexan are distilled off in vacuo, and the residue is purified by means of column chromatography (silica gel, chloroform/petroleum ether 1:2). 2.62 g (69%) of compound 10 could be isolated in...